Dataset: the Open Reaction Database (ORD), a public repository of structured organic reaction records. Task: describe an organic reaction: reactants, conditions, products, and yield Starting materials: CSc1ccc(CC#N)cc1, [H-], CCCCI, [Na+], C1CCOC1, O. The product is CCCCC(C#N)c1ccc(SC)cc1. RXN SMILES: [CH3:8][S:9][c:10]1[cH:11][cH:12][c:13]([CH2:16][C:17]#[N:18])[cH:14][cH:15]1.[H-:1].[I:19][CH2:20][CH2:21][CH2:22][CH3:23].[Na+:2].[O:3]1[CH2:4][CH2:5][CH2:6][CH2:7]1.[OH2:24]>>[CH2:4]([CH2:5][CH2:6][CH3:7])[CH:16]([c:13]1[cH:12][cH:11][c:10]([S:9][CH3:8])[cH:15][cH:14]1)[C:17]#[N:18]. The reactants are ClC1=NC(=CN=C1)N1C(=NC(=C1)C#CC1=CC(=NC=C1)C)C (2-Chloro-6-[2-methyl-4-(2-methyl-pyridin-4-ylethynyl)-imidazol-1-yl]-pyrazine), COCCO (2-methoxyethanol), [H-].[Na+] (sodium hydride). Reaction SMILES: Cl[C:2]1[CH:7]=[N:6][CH:5]=[C:4]([N:8]2[CH:12]=[C:11]([C:13]#[C:14][C:15]3[CH:20]=[CH:19][N:18]=[C:17]([CH3:21])[CH:16]=3)[N:10]=[C:9]2[CH3:22])[N:3]=1.[CH3:23][O:24][CH2:25][CH2:26][OH:27].[H-].[Na+]>C1COCC1>[CH3:23][O:24][CH2:25][CH2:26][O:27][C:2]1[CH:7]=[N:6][CH:5]=[C:4]([N:8]2[CH:12]=[C:11]([C:13]#[C:14][C:15]3[CH:20]=[CH:19][N:18]=[C:17]([CH3:21])[CH:16]=3)[N:10]=[C:9]2[CH3:22])[N:3]=1 |f:2.3|. Reported procedure: The title compound, MS: m/e=350.4 (M+H+) was prepared by treatment of 100 mg 0.32 mmol) 2-chloro-6-[2-methyl-4-(2-methyl-pyridin-4-ylethynyl)-imidazol-1-yl]-pyrazine (27) with 3 equiv. of 2-methoxyethanol and 3 equiv. of sodium hydride in 5 ml of THF (1 h, 50° C.). The compound, after extraction with methylene chloride/water, was purified by chromatography. Yield: 45 mg (0.13 mmol, 40%). Product: COCCOC1=NC(=CN=C1)N1C(=NC(=C1)C#CC1=CC(=NC=C1)C)C (2-(2-Methoxy-ethoxy)-6-[2-methyl-4-(2-methyl-pyridin-4-ylethynyl)-imidazol-1-yl]-pyrazine). Run in C1CCOC1 (THF). Starting materials: CC(C)(C)OC(=O)Nc1cc(Cl)ccn1, C1CCOC1, [Li]CCCC, CN(C)C=O. Product: CC(C)(C)OC(=O)Nc1nccc(Cl)c1C=O. As a reaction SMILES: [C:1]([CH3:2])([CH3:3])([CH3:4])[O:5][C:6]([NH:7][c:8]1[n:9][cH:10][cH:11][c:12]([Cl:14])[cH:13]1)=[O:15].[CH2:26]1[O:27][CH2:28][CH2:29][CH2:30]1.[CH3:16][CH2:17][CH2:18][CH2:19][Li:20].[O:21]=[CH:22][N:23]([CH3:24])[CH3:25]>>[C:1]([CH3:2])([CH3:3])([CH3:4])[O:5][C:6]([NH:7][c:8]1[n:9][cH:10][cH:11][c:12]([Cl:14])[c:13]1[CH:22]=[O:21])=[O:15]. The reactants are S(=O)(Cl)Cl (Thionyl chloride), OCCOC1=NC=CC=C1 (2-(2-hydroxyethoxy)pyridine). Run in ClC(Cl)Cl (trichloromethane). Reaction conditions: temperature 5 celsius, time 1 hour. Yields the product Cl.ClCCOC1=NC=CC=C1 (2-(2-chloroethoxy)pyridine hydrochloride). The yield is 132.4%. As a reaction SMILES: S(Cl)([Cl:3])=O.O[CH2:6][CH2:7][O:8][C:9]1[CH:14]=[CH:13][CH:12]=[CH:11][N:10]=1>ClC(Cl)Cl>[ClH:3].[Cl:3][CH2:6][CH2:7][O:8][C:9]1[CH:14]=[CH:13][CH:12]=[CH:11][N:10]=1 |f:3.4|. Procedure: Thionyl chloride (0.55 ml, 7.55 mmol) was added to a solution of 2-(2-hydroxyethoxy)pyridine (700 mg, 5.04 mmol), (J. Org. Chem. 1977, 42, 1500), in trichloromethane (20 ml) at 5° C. The mixture was stirred for 1 hour at 5° C., allowed to warm to ambient temperature and stirred for a further 1 hour. The volatiles were removed by evaporation and by azeotroping with toluene to give 2-(2-chloroethoxy)pyridine hydrochloride (970 mg, 99%). Starting materials: ClCC=1C=NC=CC1 (3-(chloromethyl)pyridine), O (water), FC(CCC(C#N)C#N)(F)F ((3,3,3-Trifluoropropyl)malononitrile), C([O-])([O-])=O.[K+].[K+] (potassium carbonate). Run in CN(C=O)C (N,N-dimethylformamide), CN(C=O)C (N,N-dimethylformamide). Conditions: time 8 hour. Yields the product N1=CC(=CC=C1)CC(C#N)(C#N)CCC(F)(F)F (2-((3-pyridyl)methyl)-2-(3,3,3-trifluoropropyl)malononitrile). Isolated yield 63.0%. RXN SMILES: [F:1][C:2]([F:11])([F:10])[CH2:3][CH2:4][CH:5]([C:8]#[N:9])[C:6]#[N:7].C(=O)([O-])[O-].[K+].[K+].Cl[CH2:19][C:20]1[CH:21]=[N:22][CH:23]=[CH:24][CH:25]=1.O>CN(C)C=O>[N:22]1[CH:23]=[CH:24][CH:25]=[C:20]([CH2:19][C:5]([CH2:4][CH2:3][C:2]([F:10])([F:11])[F:1])([C:8]#[N:9])[C:6]#[N:7])[CH:21]=1 |f:1.2.3|. Procedure details: (3,3,3-Trifluoropropyl)malononitrile (407 mg) was dissolved in N,N-dimethylformamide (5 ml), and potassium carbonate (347 mg) was added thereto, and then, a solution of 3-(chloromethyl)pyridine (320 mg) in N,N-dimethylformamide (1 ml) was added dropwise to the mixture, followed by stirring overnight at room temperature. To the reaction mixture was added water, and extracted with ethyl acetate. The organic layer was washed successively with water and saturated brine, dried over anhydrous magnesiu... The reactants are ClC1=CC=NC2=CC(=C(C=C12)OC)OC (4-Chloro-6,7-dimethoxyquinoline), CC1=CC=C(C(C(=O)OCC)=C1)O (ethyl 5-methylsalicylate). The reagents and catalysts are CN(C1=CC=NC=C1)C (4-dimethylaminopyridine). Solvent: ClC1=C(C=CC=C1)Cl (o-dichlorobenzene). Conditions: temperature 160 celsius, time 8 hour. Yields the product COC=1C=C2C(=CC=NC2=CC1OC)OC1=C(C(=O)OCC)C=C(C=C1)C (Ethyl 2-[(6,7-dimethoxy-4-quinolyl)oxy]-5-methylbenzoate). Isolated yield 34.5%. RXN SMILES: Cl[C:2]1[C:11]2[C:6](=[CH:7][C:8]([O:14][CH3:15])=[C:9]([O:12][CH3:13])[CH:10]=2)[N:5]=[CH:4][CH:3]=1.[CH3:16][C:17]1[CH:27]=[C:21]([C:22]([O:24][CH2:25][CH3:26])=[O:23])[C:20]([OH:28])=[CH:19][CH:18]=1>CN(C)C1C=CN=CC=1.ClC1C=CC=CC=1Cl>[CH3:13][O:12][C:9]1[CH:10]=[C:11]2[C:6](=[CH:7][C:8]=1[O:14][CH3:15])[N:5]=[CH:4][CH:3]=[C:2]2[O:28][C:20]1[CH:19]=[CH:18][C:17]([CH3:16])=[CH:27][C:21]=1[C:22]([O:24][CH2:25][CH3:26])=[O:23]. Procedure: 4-Chloro-6,7-dimethoxyquinoline (113 mg), ethyl 5-methylsalicylate (632 mg), and 4-dimethylaminopyridine (435 mg) were suspended in o-dichlorobenzene (5 ml), and the suspension was stirred at 160° C. overnight. The reaction solution was cooled to room temperature, and the solvent was then removed therefrom by distillation under the reduced pressure. Chloroform was added to the residue, and the mixture was washed with a 1 N aqueous sodium hydroxide solution and saturated brine and was dried over ...